Dataset: the Open Reaction Database (ORD), a public repository of structured organic reaction records. Task: describe an organic reaction: reactants, conditions, products, and yield Reactants: C#CCNCC=O, CCO, O=C=Nc1ncc(I)s1, O, c1ccccc1. Product: C#CCN(CC=O)C(=O)Nc1ncc(I)s1. Reaction SMILES: [CH2:16]([C:17]#[CH:18])[NH:19][CH2:20][CH:21]=[O:22].[CH2:24]([OH:25])[CH3:26].[I:1][c:2]1[cH:3][n:4][c:5]([N:7]=[C:8]=[O:9])[s:6]1.[OH2:23].[cH:10]1[cH:11][cH:12][cH:13][cH:14][cH:15]1>>[I:1][c:2]1[cH:3][n:4][c:5]([NH:7][C:8](=[O:9])[N:19]([CH2:16][C:17]#[CH:18])[CH2:20][CH:21]=[O:22])[s:6]1. The reactants are NC=1C=CC2=C(C(=CO2)C2CCN(CC2)C)C1 (5-amino-3-(l-methylpiperidin-4-yl)benzofuran), C(C)(=O)Cl (acetyl chloride). Product: Cl.CN1CCC(CC1)C1=COC2=C1C=C(C=C2)NC(C)=O (N-[3-(1-methylpiperidin-4-yl)benzofur-5-yl]acetamide hydrochloride). Isolated yield 68.0%. Reaction SMILES: [NH2:1][C:2]1[CH:3]=[CH:4][C:5]2[O:9][CH:8]=[C:7]([CH:10]3[CH2:15][CH2:14][N:13]([CH3:16])[CH2:12][CH2:11]3)[C:6]=2[CH:17]=1.[C:18]([Cl:21])(=[O:20])[CH3:19]>>[ClH:21].[CH3:16][N:13]1[CH2:12][CH2:11][CH:10]([C:7]2[C:6]3[CH:17]=[C:2]([NH:1][C:18](=[O:20])[CH3:19])[CH:3]=[CH:4][C:5]=3[O:9][CH:8]=2)[CH2:15][CH2:14]1 |f:2.3|. Procedure details: Beginning with a mixture of 0.018 gm (0.07 mMol) 5-amino-3-(l-methylpiperidin-4-yl)benzofuran and 15 μL (0.21 mMol) acetyl chloride, 0.0147 gm of the title compound were prepared by the procedure of EXAMPLE 18. Starting materials: BrC1=C(C#N)C=CC=C1 (2-bromobenzonitrile), [Br-].C(#N)C1=C(C=CC=C1)[Zn+] (2-cyanophenylzinc bromide), ClC1=C(C#N)C=CC=C1 (2-chlorobenzonitrile), C(#N)C1=C(C=CC=C1)C1=C(C=CC=C1)C#N (2,2′-dicyanobiphenyl). Reagents/catalysts: [Ni] (nickel). The product is [Zn] (zinc), [Br-].C(#N)C1=C(C=CC=C1)[Zn+] (2-cyanophenylzinc bromide). As a reaction SMILES: C(C1C=CC=CC=1C1C=CC=CC=1C#N)#N.[Br-].[C:18]([C:20]1[CH:25]=[CH:24][CH:23]=[CH:22][C:21]=1[Zn+:26])#[N:19].ClC1C=CC=CC=1C#N.[Br:36]C1C=CC=CC=1C#N>[Ni]>[Zn:26].[Br-:36].[C:18]([C:20]1[CH:25]=[CH:24][CH:23]=[CH:22][C:21]=1[Zn+:26])#[N:19] |f:1.2,7.8|. Procedure details: Preparation of 2,2′-dicyanobiphenyl by nickel catalyzed reaction of 2-cyanophenylzinc bromide with 2-chlorobenzonitrile: Activated zinc was prepared and reacted with 2-bromobenzonitrile to provide 2-cyanophenylzinc bromide, as follows: A mixture of 0.208 g (30.0 mmol) lithium wire and 3.91 g (30.5 mmol) naphthalene in 15 mL of THF was stirred at room temperature for 4 h. To the resultant dark green solution was then added a solution of 2.04 g (15.0 mmol) zinc chloride in 15 mL of THF. After stir... The reactants are CC(=O)O, Nc1ccc(C(=O)O)cc1, O=Nc1ccccc1. Yields the product O=C(O)c1ccc(N=Nc2ccccc2)cc1. Reaction SMILES: [CH3:19][C:20](=[O:21])[OH:22].[NH2:1][c:2]1[cH:3][cH:4][c:5]([C:8]([OH:9])=[O:10])[cH:6][cH:7]1.[O:11]=[N:12][c:13]1[cH:14][cH:15][cH:16][cH:17][cH:18]1>>[N:1]([c:2]1[cH:3][cH:4][c:5]([C:8]([OH:9])=[O:10])[cH:6][cH:7]1)=[N:12][c:13]1[cH:14][cH:15][cH:16][cH:17][cH:18]1. RXN SMILES: [CH3:10][S:11]([O:12][CH:15]1[C:16]2([CH3:17])[CH:18]([CH2:19][CH2:20]1)[CH:21]1[CH2:22][CH2:23][C:24]3=[CH:25][C:26](=[O:35])[CH:27]=[CH:28][C:29]3([CH3:30])[CH:31]1[C:32](=[O:34])[CH2:33]2)(=[O:13])=[O:14].[CH3:1][c:2]1[c:3]([CH2:4][SH:5])[cH:6][cH:7][cH:8][cH:9]1>>[CH3:1][c:2]1[c:3]([CH2:4][S:5][CH:15]2[C:16]3([CH3:17])[CH:18]([CH2:19][CH2:20]2)[CH:21]2[CH2:22][CH2:23][C:24]4=[CH:25][C:26](=[O:35])[CH:27]=[CH:28][C:29]4([CH3:30])[CH:31]2[C:32](=[O:34])[CH2:33]3)[cH:6][cH:7][cH:8][cH:9]1. The reactants are CC12C=CC(=O)C=C1CCC1C2C(=O)CC2(C)C(OS(C)(=O)=O)CCC12, Cc1ccccc1CS. Yields the product Cc1ccccc1CSC1CCC2C3CCC4=CC(=O)C=CC4(C)C3C(=O)CC12C. Starting materials: ClCCCl, COc1ccc(COC(=O)Cc2cccc(CCNC(=O)C3c4ccccc4C(=O)N(C4CCCCC4O)C3c3ccc(Cl)cc3Cl)c2)cc1, O=C(O)C(F)(F)F. The product is O=C(O)Cc1cccc(CCNC(=O)C2c3ccccc3C(=O)N(C3CCCCC3O)C2c2ccc(Cl)cc2Cl)c1. Reaction SMILES: [CH2:58]([Cl:59])[CH2:60][Cl:61].[Cl:1][c:2]1[c:3]([CH:9]2[N:10]([CH:44]3[CH:45]([OH:50])[CH2:46][CH2:47][CH2:48][CH2:49]3)[C:11](=[O:43])[c:12]3[cH:13][cH:14][cH:15][cH:16][c:17]3[CH:18]2[C:19](=[O:20])[NH:21][CH2:22][CH2:23][c:24]2[cH:25][c:26]([CH2:30][C:31](=[O:32])[O:33][CH2:34][c:35]3[cH:36][cH:37][c:38]([O:39][CH3:40])[cH:41][cH:42]3)[cH:27][cH:28][cH:29]2)[cH:4][cH:5][c:6]([Cl:8])[cH:7]1.[OH:51][C:52]([C:53]([F:54])([F:55])[F:56])=[O:57]>>[Cl:1][c:2]1[c:3]([CH:9]2[N:10]([CH:44]3[CH:45]([OH:50])[CH2:46][CH2:47][CH2:48][CH2:49]3)[C:11](=[O:43])[c:12]3[cH:13][cH:14][cH:15][cH:16][c:17]3[CH:18]2[C:19](=[O:20])[NH:21][CH2:22][CH2:23][c:24]2[cH:25][c:26]([CH2:30][C:31](=[O:32])[OH:33])[cH:27][cH:28][cH:29]2)[cH:4][cH:5][c:6]([Cl:8])[cH:7]1. Reactants: FC1=C(N)C(=CC=C1)F (2,6-difluoroaniline), ICl (iodine chloride). Solvent: C(C)(=O)O (acetic acid). Product: FC1=C(N)C(=CC(=C1)I)F (2,6-difluoro-4-iodaniline). As a reaction SMILES: [F:1][C:2]1[CH:8]=[CH:7][CH:6]=[C:5]([F:9])[C:3]=1[NH2:4].[I:10]Cl>C(O)(=O)C>[F:1][C:2]1[CH:8]=[C:7]([I:10])[CH:6]=[C:5]([F:9])[C:3]=1[NH2:4]. Procedure: 2,6-difluoroaniline (5) is reacted with iodine chloride in acetic acid to yield 2,6-difluoro-4-iodaniline (6). The reactants are C(C)NCC (diethylamine), C[Si](C)(C)C#C ((trimethylsilyl)acetylene), dichlorobistriphenylphosphine palladium, C(CC)[C@@H]1CC[C@H](CC1)C1=CC=C(C=C1)C#CI (4-(trans-4-propylcyclohexyl)-1-(2-iodoethynyl)benzene). Reagents/catalysts: [Cu](I)I (copper iodide). Run in O (water). Reaction conditions: time 30 minute. The product is C(CC)[C@@H]1CC[C@H](CC1)C1=CC=C(C=C1)C#CC#C[Si](C)(C)C (4-(trans-4-propylcyclohexyl)-1-(4-trimethylsilyl-1,3-butadiyne-1-yl)benzene). Yield: 24.0%. Reaction SMILES: C(NCC)C.[CH2:6]([C@H:9]1[CH2:14][CH2:13][C@H:12]([C:15]2[CH:20]=[CH:19][C:18]([C:21]#[C:22]I)=[CH:17][CH:16]=2)[CH2:11][CH2:10]1)[CH2:7][CH3:8].[CH3:24][Si:25]([C:28]#[CH:29])([CH3:27])[CH3:26]>[Cu](I)I.O>[CH2:6]([C@H:9]1[CH2:14][CH2:13][C@H:12]([C:15]2[CH:20]=[CH:19][C:18]([C:21]#[C:22][C:29]#[C:28][Si:25]([CH3:27])([CH3:26])[CH3:24])=[CH:17][CH:16]=2)[CH2:11][CH2:10]1)[CH2:7][CH3:8]. Procedure: To a mixture of dichlorobistriphenylphosphine palladium (4.2 mmol) and copper iodide (0.64 mmol) was added diethylamine, and stirred at room temperature under argon gas atmosphere for 30 minutes. Then, 4-(trans-4-propylcyclohexyl)-1-(2-iodoethynyl)benzene (0.12 mol) was added thereto, and further stirred at room temperature for 15 minutes. To this reaction mixture was added (trimethylsilyl)acetylene (0.14 mol), and stirred at room temperature overnight. After completion of the reaction, water wa... The reactants are FC(C=1C=C(C(=O)NCC(=O)N[C@H]2CN(CC2)C2CCN(CC2)C2=CC=C(C(=O)OC)C=C2)C=CC1)(F)F (methyl 4-(4-{(3R)-3-[({[3-(trifluoromethyl)benzoyl]amino}acetyl)amino]pyrrolidin-1-yl}piperidin-1-yl)benzoate), BrC1=CC=C(C(=O)OC)C=C1 (methyl 4-bromobenzoate). Product: COC1=C(C=CC=C1)N1CCC(CC1)N1C[C@@H](CC1)NC(CNC(C1=CC(=CC=C1)C(F)(F)F)=O)=O (N-[2-({(3R)-1-[1-(2-methoxyphenyl)piperidin-4-yl]pyrrolidin-3-yl}amino)-2-oxoethyl]-3-(trifluoromethyl)benzamide). Reaction SMILES: [F:1][C:2]([F:38])([F:37])[C:3]1[CH:4]=[C:5]([CH:34]=[CH:35][CH:36]=1)[C:6]([NH:8][CH2:9][C:10]([NH:12][C@@H:13]1[CH2:17][CH2:16][N:15]([CH:18]2[CH2:23][CH2:22][N:21]([C:24]3[CH:33]=[CH:32][C:27](C(OC)=O)=[CH:26][CH:25]=3)[CH2:20][CH2:19]2)[CH2:14]1)=[O:11])=[O:7].BrC1C=CC([C:44](OC)=[O:45])=CC=1>>[CH3:44][O:45][C:25]1[CH:26]=[CH:27][CH:32]=[CH:33][C:24]=1[N:21]1[CH2:20][CH2:19][CH:18]([N:15]2[CH2:16][CH2:17][C@@H:13]([NH:12][C:10](=[O:11])[CH2:9][NH:8][C:6](=[O:7])[C:5]3[CH:34]=[CH:35][CH:36]=[C:3]([C:2]([F:37])([F:38])[F:1])[CH:4]=3)[CH2:14]2)[CH2:23][CH2:22]1. Procedure details: The title compound was synthesized in similar fashion to methyl 4-(4-{(3R)-3-[({[3-(trifluoromethyl)benzoyl]amino}acetyl)amino]pyrrolidin-1-yl}piperidin-1-yl)benzoate, substituting bromo-2-methoxybenzene for methyl 4-bromobenzoate, and was isolated as a white solid. 1H-NMR (CDCl3) δ: 1.50-2.20 (m, 5H), 2.25-2.40 (m, 1H), 2.50-2.70 (m, 3H), 2.82 (dd, J=11.1, 6.9 Hz, 1H), 3.13-3.20 (m, 1H), 3.30-3.40 (m, 1H), 3.49-3.51 (m, 2H), 3.84 (s, 3H), 4.00-4.21 (m, 2H), 4.60-4.71 (m, 1H), 6.81-6.90 (m, 2H),... The reactants are O=C(O)c1cc2ccccc2s1, NCc1cccc2ccccc12. The reagents and catalysts are CCN=C=NCCCN(C)C.Cl (EDC-HCl), CCN(C(C)C)C(C)C (DIPEA), C1(=C(C(=C(C(=C1F)F)F)F)F)O (Pentafluorophenol). Run in CN(C)C=O (DMF), CN(C)C=O (DMF), CN(C)C=O (DMF), CN(C)C=O (DMF), CN(C)C=O (DMF), CN(C)C=O (DMF). Reaction conditions: temperature 25 celsius, time 2 hour. Yields the product O=C(NCc1cccc2ccccc12)c1cc2ccccc2s1. The yield is 72.0%. RXN SMILES: NCc1cccc2ccccc12.O=C(O)c1cc2ccccc2s1.CCN=C=NCCCN(C)C.Cl.C1(=C(C(=C(C(=C1F)F)F)F)F)O.CCN(C(C)C)C(C)C.CN(C)C=O>>O=C(NCc1cccc2ccccc12)c1cc2ccccc2s1.